Task: describe an organic reaction: reactants, conditions, products, and yield. Dataset: the Open Reaction Database (ORD), a public repository of structured organic reaction records Starting materials: NC1=NC2=NC=C(N=C2C(=N1)N)CN(C1=CC=CC=C1)C1=CC=CC=C1 (N-[(2,4-diaminopteridin-6-yl)methyl]-N,N-diphenylamine), Br.NC=1N=C(C2=C(N1)C=CC(=N2)CBr)N (2,4-diamino-6-bromomethylpyrido[3,2-d]pyrimidine hydrobromide), C1=CC=CC=2NC3=CC=CC=C3CC12 (9,10-dihydroacridine), [H-].[Na+] (NaH). The product is NC=1N=C(C2=C(N1)C=CC(=N2)CN2C=1C=CC=CC1CC1=CC=CC=C21)N (N-[(2,4-Diaminopyrido[3,2-d]pyrimidin-6-yl)methyl]-9,10-dihydroacridine). RXN SMILES: NC1N=C(N)C2C(=NC=C(CN(C3C=CC=CC=3)C3C=CC=CC=3)N=2)N=1.[CH:27]1[C:40]2[CH2:39][C:38]3[C:33](=[CH:34][CH:35]=[CH:36][CH:37]=3)[NH:32][C:31]=2[CH:30]=[CH:29][CH:28]=1.[H-].[Na+].Br.[NH2:44][C:45]1[N:46]=[C:47]([NH2:57])[C:48]2[N:54]=[C:53]([CH2:55]Br)[CH:52]=[CH:51][C:49]=2[N:50]=1>>[NH2:44][C:45]1[N:46]=[C:47]([NH2:57])[C:48]2[N:54]=[C:53]([CH2:55][N:32]3[C:33]4[C:38](=[CH:37][CH:36]=[CH:35][CH:34]=4)[CH2:39][C:40]4[CH:27]=[CH:28][CH:29]=[CH:30][C:31]3=4)[CH:52]=[CH:51][C:49]=2[N:50]=1 |f:2.3,4.5|. Procedure: N-[(2,4-Diaminopyrido[3,2-d]pyrimidin-6-yl)methyl]-9,10-dihydroacridine (Formula I: Ar=2,4-diaminopyrido[3,2-d]pyrimidin-6-yl; W=CH2; X=N; Z=CH2; m=n=0) is prepared similarly to N-[(2,4-diaminopteridin-6-yl)methyl]-N,N-diphenylamine as disclosed above by using 9,10-dihydroacridine (134 mg, 0.8 mmol), NaH (50 mg, 2.1 mmol), and 2,4-diamino-6-bromomethylpyrido[3,2-d]pyrimidine hydrobromide (100 mg, 0.3 mmol). The product can be purified by chromatography.